Dataset: the Open Reaction Database (ORD), a public repository of structured organic reaction records. Task: describe an organic reaction: reactants, conditions, products, and yield Reactants: CC(C)(C)[Si](Oc1ccc(OCC(O)CNCCc2ccc(NC3CCN(C(=O)NCc4c(F)cccc4F)CC3)cc2)cc1)(c1ccccc1)c1ccccc1, CO, ClC(Cl)Cl. Yields the product O=C(NCc1c(F)cccc1F)N1CCC(Nc2ccc(CCNCC(O)COc3ccc(O)cc3)cc2)CC1. RXN SMILES: [C:1]([Si:2]([c:3]1[cH:4][cH:5][cH:46][cH:47][cH:48]1)([O:6][c:7]1[cH:8][cH:9][c:10]([O:11][CH2:12][CH:13]([CH2:14][NH:15][CH2:16][CH2:17][c:18]2[cH:19][cH:20][c:21]([NH:22][CH:23]3[CH2:24][CH2:25][N:26]([C:29](=[O:30])[NH:31][CH2:32][c:33]4[c:34]([F:40])[cH:35][cH:36][cH:37][c:38]4[F:39])[CH2:27][CH2:28]3)[cH:41][cH:42]2)[OH:43])[cH:44][cH:45]1)[c:49]1[cH:50][cH:51][cH:52][cH:53][cH:54]1)([CH3:55])([CH3:56])[CH3:57].[CH3:58][OH:59].[CH:60]([Cl:61])([Cl:62])[Cl:63]>>[OH:6][c:7]1[cH:8][cH:9][c:10]([O:11][CH2:12][CH:13]([CH2:14][NH:15][CH2:16][CH2:17][c:18]2[cH:19][cH:20][c:21]([NH:22][CH:23]3[CH2:24][CH2:25][N:26]([C:29](=[O:30])[NH:31][CH2:32][c:33]4[c:34]([F:40])[cH:35][cH:36][cH:37][c:38]4[F:39])[CH2:27][CH2:28]3)[cH:41][cH:42]2)[OH:43])[cH:44][cH:45]1. The reactants are [Li]CCCC, CON(C)C(=O)C1(C)CC1, COc1cc(-c2cnc3c(n2)c(I)cn3[Si](C(C)C)(C(C)C)C(C)C)cc(OC)c1OC, C1CCOC1. The product is COc1cc(-c2cnc3c(n2)c(C(=O)C2(C)CC2)cn3[Si](C(C)C)(C(C)C)C(C)C)cc(OC)c1OC. As a reaction SMILES: [CH3:33][CH2:34][CH2:35][CH2:36][Li:37].[CH3:38][O:39][N:40]([C:41](=[O:42])[C:43]1([CH3:46])[CH2:44][CH2:45]1)[CH3:47].[I:1][c:2]1[cH:3][n:4]([Si:23]([CH:24]([CH3:25])[CH3:26])([CH:27]([CH3:28])[CH3:29])[CH:30]([CH3:31])[CH3:32])[c:5]2[n:6][cH:7][c:8](-[c:11]3[cH:12][c:13]([O:21][CH3:22])[c:14]([O:19][CH3:20])[c:15]([O:17][CH3:18])[cH:16]3)[n:9][c:10]12.[O:48]1[CH2:49][CH2:50][CH2:51][CH2:52]1>>[c:2]1([C:41](=[O:42])[C:43]2([CH3:46])[CH2:44][CH2:45]2)[cH:3][n:4]([Si:23]([CH:24]([CH3:25])[CH3:26])([CH:27]([CH3:28])[CH3:29])[CH:30]([CH3:31])[CH3:32])[c:5]2[n:6][cH:7][c:8](-[c:11]3[cH:12][c:13]([O:21][CH3:22])[c:14]([O:19][CH3:20])[c:15]([O:17][CH3:18])[cH:16]3)[n:9][c:10]12. Starting materials: C(C)(C)(C)OC(C(C)N1NC(CCC(C1=O)N1C(C2=CC=CC=C2C1=O)=O)=O)=O (2-[6-(1,3-Dioxo-1,3-dihydro-isoindol-2-yl)-3,7-dioxo-[1,2]diazepan-1-yl]-propionic acid tert-butyl ester), C(=O)([O-])[O-].[K+].[K+] (K2CO3), IC (iodomethane). Reagents/catalysts: [Cl-].C(C1=CC=CC=C1)[N+](CC)(CC)CC (benzyltriethylammonium chloride). Solvent: C1CCOC1 (THF), ClCCl (dichloromethane). Run at time 5 day. Yields the product C(C)OC(C(C)N1N(C(CCC(C1=O)N1C(C2=CC=CC=C2C1=O)=O)=O)C)=O (2-[6-(1,3-Dioxo-1,3-dihydro-isoindol-2-yl)-2-methyl-3,7-dioxo-[1,2]diazepan-1-yl]-propionic acid ethyl ester). Yield: 91.0%. Reaction SMILES: [C:1]([O:5][C:6](=[O:29])[CH:7]([N:9]1[C:15](=[O:16])[CH:14]([N:17]2[C:25](=[O:26])[C:24]3[C:19](=[CH:20][CH:21]=[CH:22][CH:23]=3)[C:18]2=[O:27])[CH2:13][CH2:12][C:11](=[O:28])[NH:10]1)[CH3:8])(C)(C)[CH3:2].[C:30]([O-])([O-])=O.[K+].[K+].IC>[Cl-].C([N+](CC)(CC)CC)C1C=CC=CC=1.C1COCC1.ClCCl>[CH2:1]([O:5][C:6](=[O:29])[CH:7]([N:9]1[C:15](=[O:16])[CH:14]([N:17]2[C:25](=[O:26])[C:24]3[C:19](=[CH:20][CH:21]=[CH:22][CH:23]=3)[C:18]2=[O:27])[CH2:13][CH2:12][C:11](=[O:28])[N:10]1[CH3:30])[CH3:8])[CH3:2] |f:1.2.3,5.6|. Reported procedure: A mixture of 2-[6-(1,3-dioxo-1,3-dihydro-isoindol-2-yl)-3,7-dioxo-[1,2]diazepan-1-yl]-propionic acid tert-butyl ester (14) (314 mg, 0.84 mmol), benzyltriethylammonium chloride (30 mg, 0.13 mmol), K2CO3 (406 mg, 2.94 mmol) and iodomethane (360 mg, 2.53 mmol) in THF (8 mL) was stirred at room temperature for five days. The mixture was diluted with dichloromethane (70 mL), washed with water three times, dried over anhydrous Na2SO4, filtered and evaporated in vacuo to dryness to afford 296 mg (91% y...